This data is from the Open Reaction Database (ORD), a public repository of structured organic reaction records. The task is: describe an organic reaction: reactants, conditions, products, and yield The reactants are CCC(CC)Oc1nc(C)nc(Nc2c(C)cc(C)cc2C)c1C(=O)O, C1CCOC1. Yields the product CCC(CC)Oc1nc(C)nc(Nc2c(C)cc(C)cc2C)c1CO. RXN SMILES: [CH2:1]([CH3:2])[CH:3]([CH2:4][CH3:5])[O:6][c:7]1[n:8][c:9]([CH3:26])[n:10][c:11]([NH:16][c:17]2[c:18]([CH3:25])[cH:19][c:20]([CH3:24])[cH:21][c:22]2[CH3:23])[c:12]1[C:13](=[O:14])[OH:15].[CH2:27]1[O:28][CH2:29][CH2:30][CH2:31]1>>[CH2:1]([CH3:2])[CH:3]([CH2:4][CH3:5])[O:6][c:7]1[n:8][c:9]([CH3:26])[n:10][c:11]([NH:16][c:17]2[c:18]([CH3:25])[cH:19][c:20]([CH3:24])[cH:21][c:22]2[CH3:23])[c:12]1[CH2:13][OH:14]. Starting materials: [Si](C)(C)(C(C)(C)C)OCC=1N=CN2C1SC(=C2)C=2[C@@H]([C@H]1N(C2C(=O)OCC2=CC=C(C=C2)[N+](=O)[O-])C([C@@H]1[C@@H](C)O)=O)C (4-nitrobenzyl (1S,5R,6S)-2-(7-t-butyldimethylsilyloxymethylimidazo[5,1-b]thiazol-2-yl)-6-((1R)-1-hydroxyethyl)-1-methyl-1-carbapen-2-em-3-carboxylate), C(C)(=O)O (acetic acid), solution, [F-].C(CCC)[N+](CCCC)(CCCC)CCCC (tetra-n-butylammonium fluoride), C(O)([O-])=O.[Na+] (sodium hydrogen carbonate). Run in C1CCOC1 (THF), C1CCOC1 (THF). Run at time 2.5 hour. Yields the product O[C@H](C)[C@@H]1[C@@H]2N(C(=C([C@@H]2C)C2=CN3C(S2)=C(N=C3)CO)C(=O)OCC3=CC=C(C=C3)[N+](=O)[O-])C1=O (4-nitrobenzyl (1S,5R,6S)-6-((1R)-1-hydroxyethyl)-2-(7-hydroxylmethylimidazo[5,1-b]thiazol-2-yl)-1-methyl-1-carbapen-2-em-3-carboxylate). Isolated yield 67.2%. Reaction SMILES: [Si]([O:8][CH2:9][C:10]1[N:11]=[CH:12][N:13]2[CH:17]=[C:16]([C:18]3[C@H:19]([CH3:42])[C@@H:20]4[C@@H:37]([C@H:38]([OH:40])[CH3:39])[C:36](=[O:41])[N:21]4[C:22]=3[C:23]([O:25][CH2:26][C:27]3[CH:32]=[CH:31][C:30]([N+:33]([O-:35])=[O:34])=[CH:29][CH:28]=3)=[O:24])[S:15][C:14]=12)(C(C)(C)C)(C)C.C(O)(=O)C.[F-].C([N+](CCCC)(CCCC)CCCC)CCC.C(=O)([O-])O.[Na+]>C1COCC1>[OH:40][C@@H:38]([C@H:37]1[C:36](=[O:41])[N:21]2[C:22]([C:23]([O:25][CH2:26][C:27]3[CH:28]=[CH:29][C:30]([N+:33]([O-:35])=[O:34])=[CH:31][CH:32]=3)=[O:24])=[C:18]([C:16]3[S:15][C:14]4=[C:10]([CH2:9][OH:8])[N:11]=[CH:12][N:13]4[CH:17]=3)[C@H:19]([CH3:42])[C@H:20]12)[CH3:39] |f:2.3,4.5|. Procedure: To a solution of 334.6 mg of 4-nitrobenzyl (1S,5R,6S)-2-(7-t-butyldimethylsilyloxymethylimidazo[5,1-b]thiazol-2-yl)-6-((1R)-1-hydroxyethyl)-1-methyl-1-carbapen-2-em-3-carboxylate in 10 ml of THF were added 0.28 ml of acetic acid and 1.64 ml of a 1 M solution of tetra-n-butylammonium fluoride in THF, and the mixture was stirred at room temperature for 2.5 hours. After the reaction mixture was adjusted to pH 8.2 with a saturated aqueous sodium hydrogen carbonate solution, it was extracted twice wi... The reactants are C1CCC2=NCCCN2CC1, N#CC=CC(F)(F)F, C[Si](C)(C)CCOCn1ccc2c(-c3cn[nH]c3)ncnc21. The product is C[Si](C)(C)CCOCn1ccc2c(-c3cnn(C(CC#N)C(F)(F)F)c3)ncnc21. As a reaction SMILES: [CH2:31]1[CH2:32][CH2:33][C:34]2=[N:39][CH2:38][CH2:37][CH2:36][N:35]2[CH2:40][CH2:41]1.[F:23][C:24]([CH:25]=[CH:26][C:27]#[N:28])([F:29])[F:30].[nH:1]1[n:2][cH:3][c:4](-[c:6]2[c:7]3[c:8]([n:9][cH:10][n:11]2)[n:12]([CH2:15][O:16][CH2:17][CH2:18][Si:19]([CH3:20])([CH3:21])[CH3:22])[cH:13][cH:14]3)[cH:5]1>>[n:1]1([CH:25]([C:24]([F:23])([F:29])[F:30])[CH2:26][C:27]#[N:28])[n:2][cH:3][c:4](-[c:6]2[c:7]3[c:8]([n:9][cH:10][n:11]2)[n:12]([CH2:15][O:16][CH2:17][CH2:18][Si:19]([CH3:20])([CH3:21])[CH3:22])[cH:13][cH:14]3)[cH:5]1. Starting materials: CN(NC(=O)C1=CC2=C(N(N=C2NC(C2=CC(=CC=C2)CN2CCOCC2)=O)C(=O)OC(C)(C)C)S1)C1=CC=CC=C1 (tert-butyl 5-(N′-methyl-N′-phenylhydrazinocarbonyl)-3-(3-morpholin-4-ylmethylbenzoylamino)thieno[2,3-c]pyrazole-1-carboxylate), ClC1=CC=C(C=C1)N(NC(=O)C1=CC2=C(N(N=C2NC(C2=CC(=CC=C2)CN2CCOCC2)=O)C(=O)OC(C)(C)C)S1)C (tert-butyl 5-(N′-(4-chlorophenyl)-N′-methylhydrazinocarbonyl)-3-(3-morpholin-4-ylmethylbenzoylamino)thieno[2,3-c]pyrazole-1-carboxylate). Solvent: CO (methanol). The product is CN(NC(=O)C1=CC2=C(NN=C2NC(C2=CC(=CC=C2)CN2CCOCC2)=O)S1)C1=CC=CC=C1 (N-[5-(N′-methyl-N′-phenylhydrazinocarbonyl)-1H-thieno[2,3-c]pyrazol-3-yl]-3-morpholin-4-ylmethylbenzamide). As a reaction SMILES: [CH3:1][N:2]([C:37]1[CH:42]=[CH:41][CH:40]=[CH:39][CH:38]=1)[NH:3][C:4]([C:6]1[S:36][C:9]2[N:10](C(OC(C)(C)C)=O)[N:11]=[C:12]([NH:13][C:14](=[O:28])[C:15]3[CH:20]=[CH:19][CH:18]=[C:17]([CH2:21][N:22]4[CH2:27][CH2:26][O:25][CH2:24][CH2:23]4)[CH:16]=3)[C:8]=2[CH:7]=1)=[O:5].ClC1C=CC(N(C)NC(C2SC3N(C(OC(C)(C)C)=O)N=C(NC(=O)C4C=CC=C(CN5CCOCC5)C=4)C=3C=2)=O)=CC=1>CO>[CH3:1][N:2]([C:37]1[CH:42]=[CH:41][CH:40]=[CH:39][CH:38]=1)[NH:3][C:4]([C:6]1[S:36][C:9]2[NH:10][N:11]=[C:12]([NH:13][C:14](=[O:28])[C:15]3[CH:20]=[CH:19][CH:18]=[C:17]([CH2:21][N:22]4[CH2:27][CH2:26][O:25][CH2:24][CH2:23]4)[CH:16]=3)[C:8]=2[CH:7]=1)=[O:5]. Procedure: A solution of 257 mg (0.44 mmol) of an approximately 70:30 mixture of tert-butyl 5-(N′-methyl-N′-phenylhydrazinocarbonyl)-3-(3-morpholin-4-ylmethylbenzoylamino)thieno[2,3-c]pyrazole-1-carboxylate and tert-butyl 5-(N′-(4-chlorophenyl)-N′-methylhydrazinocarbonyl)-3-(3-morpholin-4-ylmethylbenzoylamino)thieno[2,3-c]pyrazole-1-carboxylate in 4 mL of methanol is introduced into a microwave oven tube. The tube is stoppered and the reaction mixture is irradiated at a temperature in the region of 100° C.... The reactants are C(C1=CC=CC=C1)O[C@H]1C(=O)O[C@@H]([C@H]([C@@H]1OCC1=CC=CC=C1)OCC1=CC=CC=C1)COCC1=CC=CC=C1 (2,3,4,6-Tetra-O-benzyl-D-glucono-1,5-lactone), [Li]C (MeLi). Solvent: C1CCOC1 (THF). Run at temperature -78 celsius, time 1 hour. The product is C(C1=CC=CC=C1)O[C@H]1C(C)(O)O[C@@H]([C@H]([C@@H]1OCC1=CC=CC=C1)OCC1=CC=CC=C1)COCC1=CC=CC=C1 (3,4,5,7-Tetra-O-benzyl-1-deoxy-D-gluco-heptulopyranose). Isolated yield 96.2%. As a reaction SMILES: [CH2:1]([O:8][C@@H:9]1[C@@H:15]([O:16][CH2:17][C:18]2[CH:23]=[CH:22][CH:21]=[CH:20][CH:19]=2)[C@H:14]([O:24][CH2:25][C:26]2[CH:31]=[CH:30][CH:29]=[CH:28][CH:27]=2)[C@@H:13]([CH2:32][O:33][CH2:34][C:35]2[CH:40]=[CH:39][CH:38]=[CH:37][CH:36]=2)[O:12][C:10]1=[O:11])[C:2]1[CH:7]=[CH:6][CH:5]=[CH:4][CH:3]=1.[Li][CH3:42]>C1COCC1>[CH2:1]([O:8][C@@H:9]1[C@@H:15]([O:16][CH2:17][C:18]2[CH:23]=[CH:22][CH:21]=[CH:20][CH:19]=2)[C@H:14]([O:24][CH2:25][C:26]2[CH:27]=[CH:28][CH:29]=[CH:30][CH:31]=2)[C@@H:13]([CH2:32][O:33][CH2:34][C:35]2[CH:36]=[CH:37][CH:38]=[CH:39][CH:40]=2)[O:12][C:10]1([OH:11])[CH3:42])[C:2]1[CH:3]=[CH:4][CH:5]=[CH:6][CH:7]=1. Procedure: 18 g (33 mmol) of 21a was dissolved in 200 mL of anhydrous THF under nitrogen. Cooled to −78° C. 45 mL of MeLi (1.6 M, 72 mmol) was added by a syringe. After 1 hour at −78° C., the reaction was quenched by a solution of 7 g of NH4Cl in 200 mL of H2O. TLC showed no starting material left, while a new spot corresponding to the product appeared. The mixture was extracted by 3×150 mL of ethyl acetate, washed by brine, dried over Na2SO4. After evaporation, a thick pale yellow oil was obtained which w... The reactants are COC(\C=C\C=1C=C2C(CC3(CN(CCC3)C(=O)OC(C)(C)C)OC2=CC1)=O)=O ((±)-(E)-3-[1′-tert-butoxycarbonyl-4-oxo-spiro(chromane-2,3′-piperidine)-6-yl]-acrylic acid methyl ester), COC(\C=C\C=1C=C2C(CC3(CN(CCC3)C(=O)OC(C)(C)C)OC2=CC1)=O)=O ((±)-(E)-3-[1′-tert-butoxycarbonyl-4-oxo-spiro(chromane-2,3′-piperidine)-6-yl]-acrylic acid methyl ester), BrC1CCCC1 (bromocyclopentane), C(=O)([O-])[O-].[K+].[K+] (K2CO3), BrC1CCCC1 (bromocyclopentane). Run in CC#N (CH3CN). Run at temperature 75 celsius. The product is COC(\C=C\C=1C=C2C(CC3(CN(CCC3)C3CCCC3)OC2=CC1)=O)=O ((±)-(E)-3-[1′-cyclopentyl-4-oxo-spiro(chromane-2,3′-piperidine)-6-yl]-acrylic acid methyl ester). Isolated yield 87.2%. RXN SMILES: [CH3:1][O:2][C:3](=[O:29])/[CH:4]=[CH:5]/[C:6]1[CH:7]=[C:8]2[C:25](=[CH:26][CH:27]=1)[O:24][C:11]1([CH2:16][CH2:15][CH2:14][N:13]([C:17](OC(C)(C)C)=O)[CH2:12]1)[CH2:10][C:9]2=[O:28].Br[CH:31]1[CH2:35]C[CH2:33][CH2:32]1.C([O-])([O-])=O.[K+].[K+]>CC#N>[CH3:1][O:2][C:3](=[O:29])/[CH:4]=[CH:5]/[C:6]1[CH:7]=[C:8]2[C:25](=[CH:26][CH:27]=1)[O:24][C:11]1([CH2:16][CH2:15][CH2:14][N:13]([CH:17]3[CH2:33][CH2:32][CH2:31][CH2:35]3)[CH2:12]1)[CH2:10][C:9]2=[O:28] |f:2.3.4|. Procedure: A mixture of (±)-(E)-3-[4-oxo-spiro(chromane-2,3′-piperidine)-6-yl]-acrylic acid methyl ester hydrochloride (Intermediate 2, 300 mg, 0.888 mmol), bromocyclopentane (397 mg, 2.66 mmol) and K2CO3 (491 mg, 3.55 mmol) in CH3CN (40 ml) was stirred at 75° C. Further bromocyclopentane (397 mg, 2.66 mmol) and catalytical amount of KI were added over three days. The solvent was removed and the residue was partitioned between EtOAc and H2O. The organic layer was dried over Na2SO4 and evaporated to dryness... The reactants are Br.Br.BrCC=1C(=NC(=NC1)CCC)N (5-bromomethyl-2-propyl-pyrimidin-4-ylamine dihydrobromide), Cl.FC1=CC=C(C=C1)C=1CCNCC1 (4-(4-fluoro-phenyl)-1,2,3,6-tetrahydropyridine hydrochloride), C([O-])([O-])=O.[K+].[K+] (potassium carbonate). Solvent: CN(C=O)C (dimethylformamide). Reaction conditions: time 18 hour. Product: FC1=CC=C(C=C1)C=1CCN(CC1)CC=1C(=NC(=NC1)CCC)N (5-[4-(4-fluoro-phenyl)-3,6-dihydro-2H-pyridin-1-ylmethyl]-2-propyl-pyrimidin-4-ylamine). Yield: 21.4%. As a reaction SMILES: Br.Br.Br[CH2:4][C:5]1[C:6]([NH2:14])=[N:7][C:8]([CH2:11][CH2:12][CH3:13])=[N:9][CH:10]=1.Cl.[F:16][C:17]1[CH:22]=[CH:21][C:20]([C:23]2[CH2:24][CH2:25][NH:26][CH2:27][CH:28]=2)=[CH:19][CH:18]=1.C(=O)([O-])[O-].[K+].[K+]>CN(C)C=O>[F:16][C:17]1[CH:22]=[CH:21][C:20]([C:23]2[CH2:28][CH2:27][N:26]([CH2:4][C:5]3[C:6]([NH2:14])=[N:7][C:8]([CH2:11][CH2:12][CH3:13])=[N:9][CH:10]=3)[CH2:25][CH:24]=2)=[CH:19][CH:18]=1 |f:0.1.2,3.4,5.6.7|. Procedure details: A suspension of 7.0 g (0.020 mol) of 5-bromomethyl-2-propyl-pyrimidin-4-ylamine dihydrobromide, 4.2 g (0.020 mol) of 4-(4-fluoro-phenyl)-1,2,3,6-tetrahydropyridine hydrochloride and 8.0 g (0.060 mol) of dry potassium carbonate in 60 ml of dimethylformamide was stirred at room temperature for 18 hours. The mixture was suction filtered, the filter cake was washed with dichloromethane, the filtrate was completely freed from the solvents and the residue was recrystallized twice from ethyl acetate/cy...